From a dataset of the Open Reaction Database (ORD), a public repository of structured organic reaction records. describe an organic reaction: reactants, conditions, products, and yield The reactants are CN(C)C=O, N#Cc1ccc(I)c(O)c1, Cl[Pd]Cl, c1ccc(P(c2ccccc2)c2ccccc2)cc1, c1ccc(P(c2ccccc2)c2ccccc2)cc1, CCCC[Sn](CCCC)(CCCC)c1ccco1. The product is N#Cc1ccc(-c2ccco2)c(O)c1. Reaction SMILES: [CH3:29][N:30]([CH3:31])[CH:32]=[O:33].[OH:1][c:2]1[cH:3][c:4]([C:5]#[N:6])[cH:7][cH:8][c:9]1[I:10].[Pd:34]([Cl:35])[Cl:36].[c:37]1([P:38]([c:39]2[cH:40][cH:41][cH:42][cH:43][cH:44]2)[c:45]2[cH:46][cH:47][cH:48][cH:49][cH:50]2)[cH:51][cH:52][cH:53][cH:54][cH:55]1.[c:56]1([P:57]([c:58]2[cH:59][cH:60][cH:61][cH:62][cH:63]2)[c:64]2[cH:65][cH:66][cH:67][cH:68][cH:69]2)[cH:70][cH:71][cH:72][cH:73][cH:74]1.[o:11]1[c:12]([Sn:16]([CH2:17][CH2:18][CH2:19][CH3:20])([CH2:21][CH2:22][CH2:23][CH3:24])[CH2:25][CH2:26][CH2:27][CH3:28])[cH:13][cH:14][cH:15]1>>[OH:1][c:2]1[cH:3][c:4]([C:5]#[N:6])[cH:7][cH:8][c:9]1-[c:12]1[o:11][cH:15][cH:14][cH:13]1.